describe an organic reaction: reactants, conditions, products, and yield From a dataset of the Open Reaction Database (ORD), a public repository of structured organic reaction records. RXN SMILES: [CH3:1][S:2]([OH:3])(=[O:4])=[O:5].[CH3:36][CH2:37][O:38][C:39](=[O:40])[CH3:41].[CH:6]1([NH:9][C:10]([c:11]2[cH:12][c:13](-[n:18]3[cH:19][n:20][c:21]4[cH:22][cH:23][c:24]([CH2:29][CH2:30][CH2:31][N:32]([CH3:33])[CH3:34])[cH:25][c:26]4[c:27]3=[O:28])[c:14]([CH3:17])[cH:15][cH:16]2)=[O:35])[CH2:7][CH2:8]1>>[CH3:1][S:2](=[O:3])(=[O:4])[OH:5].[CH:6]1([NH:9][C:10]([c:11]2[cH:12][c:13](-[n:18]3[cH:19][n:20][c:21]4[cH:22][cH:23][c:24]([CH2:29][CH2:30][CH2:31][N:32]([CH3:33])[CH3:34])[cH:25][c:26]4[c:27]3=[O:28])[c:14]([CH3:17])[cH:15][cH:16]2)=[O:35])[CH2:7][CH2:8]1. Product: CS(=O)(=O)O, Cc1ccc(C(=O)NC2CC2)cc1-n1cnc2ccc(CCCN(C)C)cc2c1=O. Reactants: CS(=O)(=O)O, CCOC(C)=O, Cc1ccc(C(=O)NC2CC2)cc1-n1cnc2ccc(CCCN(C)C)cc2c1=O. The reactants are COC(=O)c1ccccc1Br, O=C([O-])[O-], CC(=O)[O-], CC(=O)[O-], CC(C)c1cc(C(C)C)c(-c2ccccc2P(C2CCCCC2)C2CCCCC2)c(C(C)C)c1, [K+], [K+], Nc1cc(C2CNC(=O)C2)ccc1Cl, C1COCCO1, [Pd+2]. Product: COC(=O)c1ccccc1Nc1cc(C2CNC(=O)C2)ccc1Cl. Reaction SMILES: [Br:15][c:16]1[c:17]([C:18](=[O:19])[O:20][CH3:21])[cH:22][cH:23][cH:24][cH:25]1.[C:60](=[O:61])([O-:62])[O-:63].[C:66]([O-:67])(=[O:68])[CH3:69].[C:71]([O-:72])(=[O:73])[CH3:74].[CH:26]1([P:27]([CH:28]2[CH2:29][CH2:30][CH2:31][CH2:32][CH2:33]2)[c:34]2[cH:35][cH:36][cH:37][cH:38][c:39]2-[c:40]2[c:41]([CH:42]([CH3:43])[CH3:44])[cH:45][c:46]([CH:47]([CH3:48])[CH3:49])[cH:50][c:51]2[CH:52]([CH3:53])[CH3:54])[CH2:55][CH2:56][CH2:57][CH2:58][CH2:59]1.[K+:64].[K+:65].[NH2:1][c:2]1[cH:3][c:4]([CH:9]2[CH2:10][C:11](=[O:14])[NH:12][CH2:13]2)[cH:5][cH:6][c:7]1[Cl:8].[O:75]1[CH2:76][CH2:77][O:78][CH2:79][CH2:80]1.[Pd+2:70]>>[NH:1]([c:2]1[cH:3][c:4]([CH:9]2[CH2:10][C:11](=[O:14])[NH:12][CH2:13]2)[cH:5][cH:6][c:7]1[Cl:8])[c:16]1[c:17]([C:18](=[O:19])[O:20][CH3:21])[cH:22][cH:23][cH:24][cH:25]1. The reactants are [N-]=[N+]=[N-].[Na+] (sodium azide), CC(C)(C)C1=NC(=NC(=C1O)C(C)(C)C)C(C(C)Br)=O (1[4,6 bis(1,1-dimethylethyl)-5-hydroxy-2-pyrimidinyl]-2-bromo-1-propanone). Run in O (water), CC(=O)C (acetone), O (water). Conditions: time 2 hour. Product: N(=[N+]=[N-])C(C(=O)C1=NC(=C(C(=N1)C(C)(C)C)O)C(C)(C)C)C (2-Azido-1-[4,6-bis(1,1 dimethylethyl)-5-hydroxy-2-pyrimidinyl]-1-propanone). Isolated yield 96.2%. Reaction SMILES: [N-:1]=[N+:2]=[N-:3].[Na+].[CH3:5][C:6]([C:9]1[C:14]([OH:15])=[C:13]([C:16]([CH3:19])([CH3:18])[CH3:17])[N:12]=[C:11]([C:20](=[O:24])[CH:21](Br)[CH3:22])[N:10]=1)([CH3:8])[CH3:7]>O.CC(C)=O>[N:1]([CH:21]([CH3:22])[C:20]([C:11]1[N:10]=[C:9]([C:6]([CH3:5])([CH3:8])[CH3:7])[C:14]([OH:15])=[C:13]([C:16]([CH3:19])([CH3:18])[CH3:17])[N:12]=1)=[O:24])=[N+:2]=[N-:3] |f:0.1|. Procedure: A solution of 1.2 g (18 mmol) of sodium azide in 9.0 mL of water was added dropwise to a solution of 5.5 g (16 mmol) of 1[4,6 bis(1,1-dimethylethyl)-5-hydroxy-2-pyrimidinyl]-2-bromo-1-propanone in 35 mL of acetone. The mixture was stirred for 2 hours then added to 100 mL of water and extracted with ethyl acetate. The organic layers were washed with brine, dried (anhydrous sodium sulfate), and evaporated to yield 4.7 g (96%) of the azide product, mp 91° C.-92° C., suitable for further synthesis. Starting materials: O=C([O-])[O-], NCc1ccccc1, Cn1cc(-c2[nH]c3cc(NC(=O)CCl)cc4c(=O)[nH]ncc2c34)cn1, [Cs+], [Cs+], CN(C)C=O. The product is Cn1cc(-c2[nH]c3cc(NC(=O)CNCc4ccccc4)cc4c(=O)[nH]ncc2c34)cn1. RXN SMILES: [C:26](=[O:27])([O-:28])[O-:29].[CH2:32]([c:33]1[cH:34][cH:35][cH:36][cH:37][cH:38]1)[NH2:39].[Cl:1][CH2:2][C:3](=[O:4])[NH:5][c:6]1[cH:7][c:8]2[c:9]3[c:10]([c:11](-[c:15]4[cH:16][n:17][n:18]([CH3:20])[cH:19]4)[nH:12][c:13]3[cH:14]1)[cH:21][n:22][nH:23][c:24]2=[O:25].[Cs+:30].[Cs+:31].[O:40]=[CH:41][N:42]([CH3:43])[CH3:44]>>[CH2:2]([C:3](=[O:4])[NH:5][c:6]1[cH:7][c:8]2[c:9]3[c:10]([c:11](-[c:15]4[cH:16][n:17][n:18]([CH3:20])[cH:19]4)[nH:12][c:13]3[cH:14]1)[cH:21][n:22][nH:23][c:24]2=[O:25])[NH:39][CH2:32][c:33]1[cH:34][cH:35][cH:36][cH:37][cH:38]1.